This data is from the Open Reaction Database (ORD), a public repository of structured organic reaction records. The task is: describe an organic reaction: reactants, conditions, products, and yield Starting materials: ice water, [H-].[Na+] (sodium hydride), ClC1=NC(=CC=C1[N+](=O)[O-])Cl (2,6-dichloro-3-nitropyridine), C(CO)(=O)OC (methyl glycolate). Solvent: O1CCCC1 (tetrahydrofuran). Conditions: temperature 0 celsius, time 4 hour. The product is ClC1=CC=C(C(=N1)OCC(=O)OC)[N+](=O)[O-] (6-chloro-2-(methoxycarbonyl)methoxy-3-nitropyridine). Yield: 88.1%. As a reaction SMILES: [H-].[Na+].Cl[C:4]1[C:9]([N+:10]([O-:12])=[O:11])=[CH:8][CH:7]=[C:6]([Cl:13])[N:5]=1.[C:14]([O:18][CH3:19])(=[O:17])[CH2:15][OH:16]>O1CCCC1>[Cl:13][C:6]1[N:5]=[C:4]([O:16][CH2:15][C:14]([O:18][CH3:19])=[O:17])[C:9]([N+:10]([O-:12])=[O:11])=[CH:8][CH:7]=1 |f:0.1|. Procedure details: 2.0 g of sodium hydride was added to a mixture of 9.65 g of 2,6-dichloro-3-nitropyridine, 4.95 g of methyl glycolate and 100 ml of tetrahydrofuran at 0° C. The mixture was stirred at 0° C. for 4 hours. The reaction solution was poured into ice water, and extracted with ethyl acetate. The organic layer was washed with saturated saline, dried over anhydrous magnesium sulfate, and concentrated. The residue was subjected to silica gel column chromatography to obtain 10.86 g of 6-chloro-2-(methoxycar... Starting materials: COc1cc([N+](=O)[O-])ccc1-c1ccccn1, CO, [H][H]. The product is COc1cc(N)ccc1-c1ccccn1. Reaction SMILES: [CH3:1][O:2][c:3]1[c:4](-[c:12]2[n:13][cH:14][cH:15][cH:16][cH:17]2)[cH:5][cH:6][c:7]([N+:9]([O-:10])=[O:11])[cH:8]1.[CH3:20][OH:21].[H:18][H:19]>>[CH3:1][O:2][c:3]1[c:4](-[c:12]2[n:13][cH:14][cH:15][cH:16][cH:17]2)[cH:5][cH:6][c:7]([NH2:9])[cH:8]1. Starting materials: COC1=CC=C2C(=CN=CC2=C1)C (7-methoxy-4-methylisoquinoline), Br (hydrobromic acid). Yields the product OC1=CC=C2C(=CN=CC2=C1)C (7-hydroxy-4-methylisoquinoline). RXN SMILES: C[O:2][C:3]1[CH:12]=[C:11]2[C:6]([C:7]([CH3:13])=[CH:8][N:9]=[CH:10]2)=[CH:5][CH:4]=1.Br>>[OH:2][C:3]1[CH:12]=[C:11]2[C:6]([C:7]([CH3:13])=[CH:8][N:9]=[CH:10]2)=[CH:5][CH:4]=1. Reported procedure: A mixture of 17.3 g. (0.1 mole) of 7-methoxy-4-methylisoquinoline and 100 ml. of 48% hydrobromic acid is refluxed for sixteen hours and evaporated in vacuo. The residue is dissolved in water, neutralized with ammonium hydroxide and filtered to yield 7-hydroxy-4-methylisoquinoline.